This data is from the Open Reaction Database (ORD), a public repository of structured organic reaction records. The task is: describe an organic reaction: reactants, conditions, products, and yield The product is COc1ccc(F)c(CNc2cccc(-c3c(Cc4ccccc4)cnc4c(C(F)(F)F)cccc34)c2)c1. Reactants: Nc1cccc(-c2c(Cc3ccccc3)cnc3c(C(F)(F)F)cccc23)c1, COc1ccc(F)c(C=O)c1. Reaction SMILES: [CH2:1]([c:2]1[cH:3][cH:4][cH:5][cH:6][cH:7]1)[c:8]1[cH:9][n:10][c:11]2[c:12]([C:25]([F:26])([F:27])[F:28])[cH:13][cH:14][cH:15][c:16]2[c:17]1-[c:18]1[cH:19][c:20]([NH2:24])[cH:21][cH:22][cH:23]1.[F:29][c:30]1[c:31]([CH:32]=[O:33])[cH:34][c:35]([O:38][CH3:39])[cH:36][cH:37]1>>[CH2:1]([c:2]1[cH:3][cH:4][cH:5][cH:6][cH:7]1)[c:8]1[cH:9][n:10][c:11]2[c:12]([C:25]([F:26])([F:27])[F:28])[cH:13][cH:14][cH:15][c:16]2[c:17]1-[c:18]1[cH:19][c:20]([NH:24][CH2:32][c:31]2[c:30]([F:29])[cH:37][cH:36][c:35]([O:38][CH3:39])[cH:34]2)[cH:21][cH:22][cH:23]1. Starting materials: C1CCOC1, Cc1nc(-c2ccc(N)cc2)no1, C[Si](C)(C)C#N, COc1cc(C=O)c(F)c2c1OCCO2. The product is COc1cc(C(C#N)Nc2ccc(-c3noc(C)n3)cc2)c(F)c2c1OCCO2. Reaction SMILES: [CH2:35]1[O:36][CH2:37][CH2:38][CH2:39]1.[CH3:1][c:2]1[n:3][c:4](-[c:7]2[cH:8][cH:9][c:10]([NH2:13])[cH:11][cH:12]2)[n:5][o:6]1.[CH3:29][Si:30]([CH3:31])([CH3:32])[C:33]#[N:34].[F:14][c:15]1[c:16]([CH:27]=[O:28])[cH:17][c:18]([O:25][CH3:26])[c:19]2[c:24]1[O:23][CH2:22][CH2:21][O:20]2>>[CH3:1][c:2]1[n:3][c:4](-[c:7]2[cH:8][cH:9][c:10]([NH:13][CH:27]([c:16]3[c:15]([F:14])[c:24]4[c:19]([c:18]([O:25][CH3:26])[cH:17]3)[O:20][CH2:21][CH2:22][O:23]4)[C:33]#[N:34])[cH:11][cH:12]2)[n:5][o:6]1.